From a dataset of the Open Reaction Database (ORD), a public repository of structured organic reaction records. describe an organic reaction: reactants, conditions, products, and yield The reactants are [Cl-].[Ca+2].[Cl-] (calcium chloride), Cl (hydrochloric acid), [BH4-].[Na+] (sodium borohydride), O[C@](CC(=O)OC)(C=1N=CN(C1)C(C1=CC=CC=C1)(C1=CC=CC=C1)C1=CC=CC=C1)C1=CC2=CC=C(C=C2C=C1)C(=O)NC (methyl (3S)-3-hydroxy-3-{6-[(methylamino)carbonyl]-2-naphthyl}-3-(1-trityl-1H-imidazol-4-yl)propanoate). Solvent: C(C)(=O)OCC (ethyl acetate), C1CCOC1 (THF), C(C)O (ethanol), O (water). Conditions: time 30 minute. Yields the product O[C@](CCO)(C=1N=CN(C1)C(C1=CC=CC=C1)(C1=CC=CC=C1)C1=CC=CC=C1)C=1C=C2C=CC(=CC2=CC1)C(=O)NC (6-[(1S)-1,3-dihydroxy-1-(1-trityl-1H-imidazol-4-yl)propyl]-N-methyl-2-naphthamide). The yield is 89.8%. RXN SMILES: [BH4-].[Na+].[Cl-].[Ca+2].[Cl-].[OH:6][C@@:7]([C:37]1[CH:46]=[CH:45][C:44]2[C:39](=[CH:40][CH:41]=[C:42]([C:47]([NH:49][CH3:50])=[O:48])[CH:43]=2)[CH:38]=1)([C:13]1[N:14]=[CH:15][N:16]([C:18]([C:31]2[CH:36]=[CH:35][CH:34]=[CH:33][CH:32]=2)([C:25]2[CH:30]=[CH:29][CH:28]=[CH:27][CH:26]=2)[C:19]2[CH:24]=[CH:23][CH:22]=[CH:21][CH:20]=2)[CH:17]=1)[CH2:8][C:9](OC)=[O:10].Cl>C(OCC)(=O)C.O.C1COCC1.C(O)C>[OH:6][C@@:7]([C:37]1[CH:38]=[C:39]2[C:44](=[CH:45][CH:46]=1)[CH:43]=[C:42]([C:47]([NH:49][CH3:50])=[O:48])[CH:41]=[CH:40]2)([C:13]1[N:14]=[CH:15][N:16]([C:18]([C:25]2[CH:30]=[CH:29][CH:28]=[CH:27][CH:26]=2)([C:31]2[CH:32]=[CH:33][CH:34]=[CH:35][CH:36]=2)[C:19]2[CH:24]=[CH:23][CH:22]=[CH:21][CH:20]=2)[CH:17]=1)[CH2:8][CH2:9][OH:10] |f:0.1,2.3.4|. Reported procedure: 0.095 g (2.51 mmol, 8 eq) of sodium borohydride was added to 1.3 mL of ethanol and 1.3 mL of THF. 0.14 g (1.26 mmol, 4 eq) of calcium chloride was added at 0˜5° C., and the mixture was stirred at the same temperature for 30 minutes. 0.188 g (0.314 mmol) of methyl (3S)-3-hydroxy-3-{6-[(methylamino)carbonyl]-2-naphthyl}-3-(1-trityl-1H-imidazol-4-yl)propanoate was added at 0˜5° C., and the mixture was stirred for 30 minutes. The mixture was stirred at room temperature for 4.5 hours. 7 mL of water w... The reactants are CC(C)(C)[O-], CCOC(=O)CC(=O)OCC, CC(=O)O, CS(C)=O, Cc1ccc(S(=O)(=O)NC2Cc3ccc(C(=O)CCl)cc3C2)cc1, [K+], O. The product is CCOC(=O)C(CC(=O)c1ccc2c(c1)CC(NS(=O)(=O)c1ccc(C)cc1)C2)C(=O)OCC. As a reaction SMILES: [C:1]([O-:2])([CH3:3])([CH3:4])[CH3:5].[C:31]([CH2:32][C:33](=[O:34])[O:35][CH2:36][CH3:37])(=[O:38])[O:39][CH2:40][CH3:41].[CH3:42][C:43](=[O:44])[OH:45].[CH3:46][S:47](=[O:48])[CH3:49].[Cl:7][CH2:8][C:9](=[O:10])[c:11]1[cH:12][c:13]2[c:17]([cH:18][cH:19]1)[CH2:16][CH:15]([NH:20][S:21](=[O:22])(=[O:23])[c:24]1[cH:25][cH:26][c:27]([CH3:30])[cH:28][cH:29]1)[CH2:14]2.[K+:6].[OH2:50]>>[CH2:8]([C:9](=[O:10])[c:11]1[cH:12][c:13]2[c:17]([cH:18][cH:19]1)[CH2:16][CH:15]([NH:20][S:21](=[O:22])(=[O:23])[c:24]1[cH:25][cH:26][c:27]([CH3:30])[cH:28][cH:29]1)[CH2:14]2)[CH:32]([C:31](=[O:38])[O:39][CH2:40][CH3:41])[C:33](=[O:34])[O:35][CH2:36][CH3:37]. The reactants are N1C(OC(C2=C1C=C1C=CC=CC1=C2)=O)=O (2H-naphth[2,3-d][1,3]oxazine-2,4(1H)-dione), NC1=NC=C(C=C1)Cl (2-amino-5-chloropyridine). Reagents/catalysts: CN(C1=CC=NC=C1)C (4-dimethylaminopyridine). Solvent: C=1(C(=CC=CC1)C)C (xylene). Run at temperature 150 celsius, time 13 hour. The product is NC=1C(=CC2=CC=CC=C2C1)C(=O)NC1=NC=C(C=C1)Cl (3-amino-N-(5-chloropyridin-2-yl)-2-naphthamide). The yield is 8.0%. RXN SMILES: [NH:1]1[C:6]2[CH:7]=[C:8]3[C:13](=[CH:14][C:5]=2[C:4](=[O:15])OC1=O)[CH:12]=[CH:11][CH:10]=[CH:9]3.[NH2:17][C:18]1[CH:23]=[CH:22][C:21]([Cl:24])=[CH:20][N:19]=1>C1(C)C(C)=CC=CC=1.CN(C)C1C=CN=CC=1>[NH2:1][C:6]1[C:5]([C:4]([NH:17][C:18]2[CH:23]=[CH:22][C:21]([Cl:24])=[CH:20][N:19]=2)=[O:15])=[CH:14][C:13]2[C:8]([CH:7]=1)=[CH:9][CH:10]=[CH:11][CH:12]=2. Reported procedure: A suspension of 2H-naphth[2,3-d][1,3]oxazine-2,4(1H)-dione (216 mg) and 2-amino-5-chloropyridine (202 mg) in xylene (5 ml) is stirred at 150° C. for 13 hours, and thereto added 4-dimethylaminopyridine (14.4 mg) and the mixture is stirred at 150° C. for another 3 hours. The reaction solution is concentrated under reduced pressure and the resulting residue is suspended in ethyl acetate, and filtered to remove insoluble materials. The filtrate is concentrated under reduced pressure, and the residue... The reactants are BrCC1CO1, Cl, [Na+], [OH-], O, O=C(O)c1snnc1-c1ccc(O)cc1. Product: O=C(O)c1snnc1-c1ccc(OCC2CO2)cc1. Reaction SMILES: [Br:18][CH2:19][CH:20]1[CH2:21][O:22]1.[ClH:23].[Na+:2].[OH-:1].[OH2:24].[OH:3][c:4]1[cH:5][cH:6][c:7](-[c:10]2[n:11][n:12][s:13][c:14]2[C:15](=[O:16])[OH:17])[cH:8][cH:9]1>>[O:3]([c:4]1[cH:5][cH:6][c:7](-[c:10]2[n:11][n:12][s:13][c:14]2[C:15](=[O:16])[OH:17])[cH:8][cH:9]1)[CH2:19][CH:20]1[CH2:21][O:22]1. Starting materials: CN(C)c1ccc(C2OC(=O)c3cc(N(C)C)ccc32)cc1, CN(C)c1ccccc1, [Cl-], [Cl-], [Cl-], [Zn+2]. Product: CN(C)c1ccc(C(c2ccc(N(C)C)cc2)c2ccc(N(C)C)cc2C(=O)O)cc1. As a reaction SMILES: [CH3:11][N:12]([c:13]1[cH:14][cH:15][c:16]([CH:19]2[O:20][C:21](=[O:22])[c:23]3[cH:24][c:25]([N:29]([CH3:30])[CH3:31])[cH:26][cH:27][c:28]32)[cH:17][cH:18]1)[CH3:32].[CH3:2][N:3]([CH3:4])[c:5]1[cH:6][cH:7][cH:8][cH:9][cH:10]1.[Cl-:1].[Cl-:33].[Cl-:35].[Zn+2:34]>>[CH3:2][N:3]([CH3:4])[c:5]1[cH:6][cH:7][c:8]([CH:19]([c:16]2[cH:15][cH:14][c:13]([N:12]([CH3:11])[CH3:32])[cH:18][cH:17]2)[c:28]2[c:23]([C:21](=[O:20])[OH:22])[cH:24][c:25]([N:29]([CH3:30])[CH3:31])[cH:26][cH:27]2)[cH:9][cH:10]1. The reactants are BrC=1C(=CC(=C(C(=O)OC)C1)OC)OC (methyl 5-bromo-2,4-dimethoxy-benzoate), [H-].[Al+3].[Li+].[H-].[H-].[H-] (lithium aluminum hydride). The solvent is O1CCCC1 (tetrahydrofuran). Conditions: temperature 0 celsius, time 15 minute. Yields the product BrC=1C(=CC(=C(C1)CO)OC)OC ((5-bromo-2,4-dimethoxy-phenyl)-methanol). The yield is 68.7%. As a reaction SMILES: [Br:1][C:2]1[C:3]([O:14][CH3:15])=[CH:4][C:5]([O:12][CH3:13])=[C:6]([CH:11]=1)[C:7](OC)=[O:8].[H-].[Al+3].[Li+].[H-].[H-].[H-]>O1CCCC1>[Br:1][C:2]1[C:3]([O:14][CH3:15])=[CH:4][C:5]([O:12][CH3:13])=[C:6]([CH2:7][OH:8])[CH:11]=1 |f:1.2.3.4.5.6|. Reported procedure: To a solution of methyl 5-bromo-2,4-dimethoxy-benzoate (5.137 g, 22.05 mmol) in tetrahydrofuran (60 mL) cooled to 0° C. was added lithium aluminum hydride (863 mg, 22.05 mmol) in several portions. At the end of addition, the reaction mixture was stirred at 0° C. for 15 min before the icebath was removed. The reaction was continued at room temperature for 48 h. It was cooled to 0° C. and water (˜5 mL) was carefully added to quench the excess lithium aluminum hydride. Sodium hydroxide (5% solution... Reactants: ClCCl.C(=O)=O (dichloromethane Drikold), C(=O)(Cl)Cl (phosgene), C(C=1C(O)=CC=CC1)=NO (salicylaldoxime), Example 4. The solvent is C1(=CC=CC=C1)C (toluene), C1(=CC=CC=C1)C (toluene). Run at time 0.5 hour. Yields the product C(#N)C1=C(C=CC=C1)O (2-cyanophenol). Yield: 92.5%. RXN SMILES: ClCCl.C(=O)=O.[CH:7](=[N:15]O)[C:8]1[C:9](=[CH:11][CH:12]=[CH:13][CH:14]=1)[OH:10].C(Cl)(Cl)=O>C1(C)C=CC=CC=1>[C:7]([C:8]1[CH:14]=[CH:13][CH:12]=[CH:11][C:9]=1[OH:10])#[N:15] |f:0.1|. Procedure details: Into a dry 250 ml multi-necked flask equipped with gas tight stirrer, thermometer, pressure equalising dropping funnel and a dichloromethane/Drikold cooled reflux condenser (connected to an aqueous caustic scrubber) were charged salicylaldoxime prepared as described in Example 4 (15.82 g) and toluene (100 ml) to afford a solution which was heated to 93°-95° C. and stirred at this temperature for 0.5 hour. A solution of phosgene in toluene (89.1 g of 20% ww soln.) was then added dropwise, via a d...